describe an organic reaction: reactants, conditions, products, and yield From a dataset of the Open Reaction Database (ORD), a public repository of structured organic reaction records. Reactants: FC1=CC(=C(C=C1[N+](=O)[O-])O)C (4-Fluoro-2-methyl-5-nitrophenol), C(=O)([O-])[O-].[K+].[K+] (K2CO3), CI (methyl iodide). Solvent: CN(C=O)C (dimethylformamide). Conditions: time 1.5 hour. Product: FC1=C(C=C(C(=C1)C)OC)[N+](=O)[O-] (1-Fluoro-5-methyl-4-methoxy-2-nitrobenzene). Isolated yield 92.9%. As a reaction SMILES: [F:1][C:2]1[C:7]([N+:8]([O-:10])=[O:9])=[CH:6][C:5]([OH:11])=[C:4]([CH3:12])[CH:3]=1.[C:13]([O-])([O-])=O.[K+].[K+].CI>CN(C)C=O>[F:1][C:2]1[CH:3]=[C:4]([CH3:12])[C:5]([O:11][CH3:13])=[CH:6][C:7]=1[N+:8]([O-:10])=[O:9] |f:1.2.3|. Procedure: 4-Fluoro-2-methyl-5-nitrophenol (D16) (0.85 mmol, 145 mg) in dimethylformamide (5 mL) under argon was treated with K2CO3 (0.85 mmol, 117 mg, 1 eq) then methyl iodide (1.7 mmol, 242 mg, 2 eq). The mixture was allowed to stir at room temperature for 1.5 h, concentrated under reduced pressure, treated with 10% Na2CO3 aqueous solution and extracted 3 times with ethyl acetate. Organics were combined, dried on MgSO4 and concentrated under reduced pressure to give the title compound as a bright yellow ... The reactants are [BH4-], CO, CC1(c2cccc(C=O)c2)OCCO1, N#N, [Na+], O. As a reaction SMILES: [BH4-:17].[CH3:20][OH:21].[CH3:3][C:4]1([c:9]2[cH:10][c:11]([CH:12]=[O:13])[cH:14][cH:15][cH:16]2)[O:5][CH2:6][CH2:7][O:8]1.[N:1]#[N:2].[Na+:18].[OH2:19]>>[CH3:3][C:4]1([c:9]2[cH:10][c:11]([CH2:12][OH:13])[cH:14][cH:15][cH:16]2)[O:5][CH2:6][CH2:7][O:8]1. The product is CC1(c2cccc(CO)c2)OCCO1. The reactants are OC[C@H](C1=CC=CC=C1)NCC(=O)OC(C)(C)C (tert-butyl (S)-(2-hydroxy-1-phenyl-ethylamino)-acetate), C1(=CC=CC=C1)C(C=O)C1=CC=CC=C1 (diphenylacetaldehyde), S(=O)(=O)([O-])[O-].[Mg+2] (magnesium sulfate). Solvent: C(Cl)Cl (methylene chloride), CCOCC (ether). Reaction conditions: time 15 hour. Product: C(C1=CC=CC=C1)(C1=CC=CC=C1)C1OC[C@H](N1CC(=O)OC(C)(C)C)C1=CC=CC=C1 (tert-butyl ((4R)-2-benzhydryl-4-phenyl-oxazolidin-3-yl)-acetate). Yield: 114.1%. RXN SMILES: [OH:1][CH2:2][C@@H:3]([NH:10][CH2:11][C:12]([O:14][C:15]([CH3:18])([CH3:17])[CH3:16])=[O:13])[C:4]1[CH:9]=[CH:8][CH:7]=[CH:6][CH:5]=1.[C:19]1([CH:25]([C:28]2[CH:33]=[CH:32][CH:31]=[CH:30][CH:29]=2)[CH:26]=O)[CH:24]=[CH:23][CH:22]=[CH:21][CH:20]=1.S([O-])([O-])(=O)=O.[Mg+2]>C(Cl)Cl.CCOCC>[CH:25]([CH:26]1[N:10]([CH2:11][C:12]([O:14][C:15]([CH3:18])([CH3:17])[CH3:16])=[O:13])[C@H:3]([C:4]2[CH:9]=[CH:8][CH:7]=[CH:6][CH:5]=2)[CH2:2][O:1]1)([C:19]1[CH:24]=[CH:23][CH:22]=[CH:21][CH:20]=1)[C:28]1[CH:33]=[CH:32][CH:31]=[CH:30][CH:29]=1 |f:2.3|. Procedure: To a solution of tert-butyl (S)-(2-hydroxy-1-phenyl-ethylamino)-acetate (2.5 g, 10 mmole, obtained from Reference Example 9) in anhydrous methylene chloride (35 ml) were added diphenylacetaldehyde (2.16 g, 11 mmole) and magnesium sulfate (1.2 g, 10 mmole) under nitrogen. The resulting mixture was stirred at room temperature under nitrogen for 15 h, and diluted with ether. The organic layer was washed with saturated sodium chloride solution, dried over magnesium sulfate, filtered and concentrated... Yield: 45.9%. Starting materials: S1CCC2=C1C=C(C=C2)OC2=C(C=C(C=C2)/C=C/C(=O)N)CN(C)C ((2E)-3-{4-(2,3-Dihydro-1-benzothien-6-yloxy)-3-[(dimethylamino)methyl]phenyl}-2-propenamide), O (water). The product is S1CCC2=C1C=C(C=C2)OC2=C(C=C(C=C2)CCC(=O)N)CN(C)C (3-{4-(2,3-Dihydro-1-benzothien-6-yloxy)-3-[(dimethylamino)methyl]phenyl}propanamide). Procedure: A solution of Sml2 in THF (0.1 M, 21.9 mL, 2.19 mmol) was added to a solution of the alkene of Example 50 (194 mg, 0.55 mmol) in THF (5 mL) under nitrogen followed by water (1 mL). After stirring at room temperature for 10 min the reaction was quenched with 6M NaOH (10 mL) and stirred for 30 min. The organic phase was separated and the aqueous phase was extracted with EtOAc (2×20 mL). The combined organic layers were dried (MgSO4) and evaporated to an oil, which was purified by column chromatogr... Solvent: C1CCOC1 (THF), C1CCOC1 (THF). Reaction SMILES: [S:1]1[C:5]2[CH:6]=[C:7]([O:10][C:11]3[CH:16]=[CH:15][C:14](/[CH:17]=[CH:18]/[C:19]([NH2:21])=[O:20])=[CH:13][C:12]=3[CH2:22][N:23]([CH3:25])[CH3:24])[CH:8]=[CH:9][C:4]=2[CH2:3][CH2:2]1.O>C1COCC1>[S:1]1[C:5]2[CH:6]=[C:7]([O:10][C:11]3[CH:16]=[CH:15][C:14]([CH2:17][CH2:18][C:19]([NH2:21])=[O:20])=[CH:13][C:12]=3[CH2:22][N:23]([CH3:25])[CH3:24])[CH:8]=[CH:9][C:4]=2[CH2:3][CH2:2]1. Run at time 10 minute. Reactants: O=C(c1cccnc1)c1cc(F)c(F)cc1NS(=O)(=O)c1ccc(Br)cc1, C1COCCN1, [K+], [K+], [K+], CN(C)C=O, O=P([O-])([O-])[O-]. Yields the product O=C(c1cccnc1)c1cc(F)c(F)cc1NS(=O)(=O)c1ccc(N2CCOCC2)cc1. Reaction SMILES: [Br:1][c:2]1[cH:3][cH:4][c:5]([S:8](=[O:9])(=[O:10])[NH:11][c:12]2[c:13]([C:20](=[O:21])[c:22]3[cH:23][n:24][cH:25][cH:26][cH:27]3)[cH:14][c:15]([F:19])[c:16]([F:18])[cH:17]2)[cH:6][cH:7]1.[CH2:36]1[CH2:37][O:38][CH2:39][CH2:40][NH:41]1.[K+:33].[K+:34].[K+:35].[O:42]=[CH:43][N:44]([CH3:45])[CH3:46].[P:28]([O-:29])([O-:30])([O-:31])=[O:32]>>[c:2]1([N:41]2[CH2:36][CH2:37][O:38][CH2:39][CH2:40]2)[cH:3][cH:4][c:5]([S:8](=[O:9])(=[O:10])[NH:11][c:12]2[c:13]([C:20](=[O:21])[c:22]3[cH:23][n:24][cH:25][cH:26][cH:27]3)[cH:14][c:15]([F:19])[c:16]([F:18])[cH:17]2)[cH:6][cH:7]1. Run at time 2 hour. Reaction SMILES: [Cl:1][C:2]1[CH:3]=[C:4]([C:8]2[N:16]([CH2:17][C:18]([OH:20])=O)[C:11]3=[N:12][CH:13]=[CH:14][CH:15]=[C:10]3[N:9]=2)[CH:5]=[CH:6][CH:7]=1.[C:21](N1C=CN=C1)([N:23]1C=CN=C1)=O.CN>O1CCCC1>[ClH:1].[Cl:1][C:2]1[CH:3]=[C:4]([C:8]2[N:16]([CH2:17][C:18]([NH:23][CH3:21])=[O:20])[C:11]3=[N:12][CH:13]=[CH:14][CH:15]=[C:10]3[N:9]=2)[CH:5]=[CH:6][CH:7]=1 |f:4.5|. Reported procedure: A suspension of 2-(3-chlorophenyl)-3H-imidazo[4,5-b]pyridine-3-acetic acid (2.89 g, 0.010 mole), 1,1'-carbonyldiimidazole (1.62 g, 0.010 mole), and anhydrous tetrahydrofuran (125 ml) was stirred at room temperature with a stream of nitrogen bubbling through it for 41/2 hours. A solution of 1M methylamine in tetrahydrofuran (15 ml, 0.015 mole) was added and the resulting solution was stoppered and stirred overnight at room temperature. The reaction mixture was concentrated in vacuo and the residu... Reactants: ClC=1C=C(C=CC1)C1=NC=2C(=NC=CC2)N1CC(=O)O (2-(3-chlorophenyl)-3H-imidazo[4,5-b]pyridine-3-acetic acid), C(=O)(N1C=NC=C1)N1C=NC=C1 (1,1'-carbonyldiimidazole), CN (methylamine). Run in O1CCCC1 (tetrahydrofuran), O1CCCC1 (tetrahydrofuran). Product: Cl.ClC=1C=C(C=CC1)C1=NC=2C(=NC=CC2)N1CC(=O)NC (2-(3-Chlorophenyl)-N-methyl-3H-imidazo[4,5-b]pyridine-3-acetamide hydrochloride). The reactants are O=CN1CCC(CCCBr)CC1, Cc1ncc[nH]1, CN(C)C=O, [H-], [Na+]. The product is Cc1nccn1CCCC1CCN(C=O)CC1. RXN SMILES: [Br:9][CH2:10][CH2:11][CH2:12][CH:13]1[CH2:14][CH2:15][N:16]([CH:19]=[O:20])[CH2:17][CH2:18]1.[CH3:1][c:2]1[nH:3][cH:4][cH:5][n:6]1.[CH3:21][N:22]([CH3:23])[CH:24]=[O:25].[H-:7].[Na+:8]>>[CH3:1][c:2]1[n:3]([CH2:10][CH2:11][CH2:12][CH:13]2[CH2:14][CH2:15][N:16]([CH:19]=[O:20])[CH2:17][CH2:18]2)[cH:4][cH:5][n:6]1. Starting materials: ClC=1C(=CC(=NC1)C(=O)O)OCC1CC1 (5-chloro-4-cyclopropylmethoxy-pyridine-2-carboxylic acid), NC1(CCCC1)CO (1-amino-cyclopentanemethanol). Product: OCC1(CCCC1)NC(=O)C1=NC=C(C(=C1)OCC1CC1)Cl (5-Chloro-4-cyclopropylmethoxy-pyridine-2-carboxylic acid (1-hydroxymethyl-cyclopentyl)-amide). RXN SMILES: [Cl:1][C:2]1[C:3]([O:11][CH2:12][CH:13]2[CH2:15][CH2:14]2)=[CH:4][C:5]([C:8]([OH:10])=O)=[N:6][CH:7]=1.[NH2:16][C:17]1([CH2:22][OH:23])[CH2:21][CH2:20][CH2:19][CH2:18]1>>[OH:23][CH2:22][C:17]1([NH:16][C:8]([C:5]2[CH:4]=[C:3]([O:11][CH2:12][CH:13]3[CH2:15][CH2:14]3)[C:2]([Cl:1])=[CH:7][N:6]=2)=[O:10])[CH2:21][CH2:20][CH2:19][CH2:18]1. Procedure: The title compound was synthesized in analogy to Example 1, using 5-chloro-4-cyclopropylmethoxy-pyridine-2-carboxylic acid and 1-amino-cyclopentanemethanol (CAN 10316-79-7) as starting materials and isolated (40 mg, quant.) as white solid; MS (ESI, m/z): 325.1 (MH+). Reactants: N[C@@H]1CC[C@H](CC1)O (trans-4-aminocyclohexanol), CN(C(=O)N)C (N,N-dimethylurea), C=O (formalin), CN1CCOCC1 (N-methylmorpholine). Run in O1CCOCC1 (dioxane), C1(=CC=CC=C1)C (toluene). Yields the product O[C@@H]1CC[C@H](CC1)N1CN(C(N(C1)C)=O)C (trans-5-(4-hydroxycyclohexyl)-1,3-dimethylhexahydro-2-oxo-1,3,5-triazine). The yield is 75.0%. As a reaction SMILES: [NH2:1][C@H:2]1[CH2:7][CH2:6][C@H:5]([OH:8])[CH2:4][CH2:3]1.[CH3:9][N:10](C)[C:11](N)=O.C=[O:16].[CH3:17][N:18]1[CH2:23]COC[CH2:19]1>C1(C)C=CC=CC=1.O1CCOCC1>[OH:8][C@H:5]1[CH2:6][CH2:7][C@H:2]([N:1]2[CH2:9][N:10]([CH3:11])[C:23](=[O:16])[N:18]([CH3:17])[CH2:19]2)[CH2:3][CH2:4]1. Procedure details: To a mixture of trans-4-aminocyclohexanol (5.00 g, 43.4 mmol), N,N-dimethylurea (3.82 g, 43.4 mmol), 37% formalin (50 ml), N-methylmorpholine (9.54 ml, 86.8 mmol) and dioxane (10 ml) was added toluene (200 ml), and the mixture was heated for about 5 hours while removing water for azeotropic distillation. Low boiling matters were distilled away from the reaction mixture under reduced pressure, and the residue was purified by silica gel column chromatography (methylene chloride/methanol=50/1-10/1)...